From a dataset of the Open Reaction Database (ORD), a public repository of structured organic reaction records. describe an organic reaction: reactants, conditions, products, and yield The reactants are C(#N)C1=NC=CC=C1 (2-cyanopyridine), BrC1=C(C=CC(=C1)Br)O (2,4-dibromophenol), COC(=C)C (2-methoxypropene), CCCCCC.C(CCC)[Li] (n-butyl lithium hexane). The solvent is C(C)OCC (diethyl ether). Conditions: time 1 hour. Product: C(C)(C)(C)O\N=C(\C1=C(C=CC(=C1)Br)O)/C1=NC=CC=C1 ((Z)-2-(5-bromo-2-hydroxybenzoyl)pyridine O-t-butyloxime). Reaction SMILES: Br[C:2]1[CH:7]=[C:6]([Br:8])[CH:5]=[CH:4][C:3]=1[OH:9].C[O:11][C:12]([CH3:14])=[CH2:13].[CH3:15]CCCCC.C([Li])CCC.[C:26]([C:28]1[CH:33]=[CH:32][CH:31]=[CH:30][N:29]=1)#[N:27]>C(OCC)C>[C:12]([O:11]/[N:27]=[C:26](\[C:28]1[CH:33]=[CH:32][CH:31]=[CH:30][N:29]=1)/[C:2]1[CH:7]=[C:6]([Br:8])[CH:5]=[CH:4][C:3]=1[OH:9])([CH3:14])([CH3:15])[CH3:13] |f:2.3|. Procedure: A mixture of 2,4-dibromophenol (5.0 g) and 2-methoxypropene (4 ml) was stirred for one hour at room temperature, to which was added diethyl ether (50 ml). The mixture was cooled to -78° C. under argon atmosphere, to which was added dropwise a 1.6M n-butyl lithium hexane solution (14 ml), followed by stirring for one hour at the same temperature. To the reaction mixture was then added dropwise 2-cyanopyridine (2.1 ml). The cooling bath was removed, and the reaction mixture was stirred for 3 hours... Starting materials: CCOC(=O)c1ccc(Br)cc1-c1ccc(OC)c(OC)c1, [Na+], [Na+], O=C([O-])[O-], OB(O)c1ccc(F)cc1. The product is CCOC(=O)c1ccc(-c2ccc(F)cc2)cc1-c1ccc(OC)c(OC)c1. As a reaction SMILES: [Br:1][c:2]1[cH:3][c:4](-[c:13]2[cH:14][c:15]([O:21][CH3:22])[c:16]([O:19][CH3:20])[cH:17][cH:18]2)[c:5]([C:6](=[O:7])[O:8][CH2:9][CH3:10])[cH:11][cH:12]1.[Na+:33].[Na+:34].[O-:35][C:36](=[O:37])[O-:38].[OH:23][B:24]([OH:25])[c:26]1[cH:27][cH:28][c:29]([F:30])[cH:31][cH:32]1>>[c:2]1(-[c:26]2[cH:27][cH:28][c:29]([F:30])[cH:31][cH:32]2)[cH:3][c:4](-[c:13]2[cH:14][c:15]([O:21][CH3:22])[c:16]([O:19][CH3:20])[cH:17][cH:18]2)[c:5]([C:6](=[O:7])[O:8][CH2:9][CH3:10])[cH:11][cH:12]1. Reactants: Cc1c(Cl)cccc1S(=O)(=O)Cl, Nc1ccc(Oc2ccccc2)cn1, c1ccncc1. The product is Cc1c(Cl)cccc1S(=O)(=O)Nc1ccc(Oc2ccccc2)cn1. RXN SMILES: [Cl:15][c:16]1[c:17]([CH3:26])[c:18]([S:22](=[O:23])(=[O:24])[Cl:25])[cH:19][cH:20][cH:21]1.[O:1]([c:2]1[cH:3][cH:4][cH:5][cH:6][cH:7]1)[c:8]1[cH:9][cH:10][c:11]([NH2:14])[n:12][cH:13]1.[cH:27]1[cH:28][cH:29][n:30][cH:31][cH:32]1>>[O:1]([c:2]1[cH:3][cH:4][cH:5][cH:6][cH:7]1)[c:8]1[cH:9][cH:10][c:11]([NH:14][S:22]([c:18]2[c:17]([CH3:26])[c:16]([Cl:15])[cH:21][cH:20][cH:19]2)(=[O:23])=[O:24])[n:12][cH:13]1.